Dataset: the Open Reaction Database (ORD), a public repository of structured organic reaction records. Task: describe an organic reaction: reactants, conditions, products, and yield Starting materials: ice water, [N+](=O)([O-])C1=CC=C(C=C1)C=C(C(=O)OC)C(C)=O (methyl 2-{(4-nitrophen-yl)methylene}-3-oxobutyrate), S(=O)(=O)(O)O.COC(N)=N (O-methylisourea hydrogen sulfate), CC(=O)[O-].[Na+] (NaOAc). The solvent is CN(C)C=O (DMF). Conditions: temperature 72.5 celsius. Product: COC(=O)C1=C(N=C(NC1C1=CC=C(C=C1)[N+](=O)[O-])OC)C (1,6-Dihydro-5-methoxycarbonyl-2-methoxy-4-methyl-6-(4-nitro-phenyl) pyrimidine). Reaction SMILES: [N+:1]([C:4]1[CH:9]=[CH:8][C:7]([CH:10]=[C:11]([C:16](=O)[CH3:17])[C:12]([O:14][CH3:15])=[O:13])=[CH:6][CH:5]=1)([O-:3])=[O:2].S(O)(O)(=O)=O.[CH3:24][O:25][C:26](=[NH:28])[NH2:27].CC([O-])=O.[Na+]>CN(C=O)C>[CH3:15][O:14][C:12]([C:11]1[CH:10]([C:7]2[CH:8]=[CH:9][C:4]([N+:1]([O-:3])=[O:2])=[CH:5][CH:6]=2)[NH:28][C:26]([O:25][CH3:24])=[N:27][C:16]=1[CH3:17])=[O:13] |f:1.2,3.4|. Reported procedure: A mixture of methyl 2-{(4-nitrophen-yl)methylene}-3-oxobutyrate (12.46 g, 0.05 mol), O-methylisourea hydrogen sulfate (10.32 g, 0.06 mol), and NaOAc (9.84 g, 0.06 mol) in DMF (50 mL) was stirred and heated at 70-75° C. for 4 hours. The mixture was cooled and poured into ice-water (300 mL). The precipitate formed was filtered, washed with water, and dried. The crude product was purified by flash column chromatography on silica gel using 10% through 30% EtOAc in hexane as the gradient eluent (9.8 ... Starting materials: CN1C2=NC(=NC=C2NC1=O)C1=CC=CC=C1 (7,9-dihydro-9-methyl-2-phenyl-8H-purin-8-one), ClCC(=O)OCC (ethyl chloroacetate), C([O-])([O-])=O.[K+].[K+] (potassium carbonate), CN(C=O)C (dimethylformamide). Run in C(Cl)(Cl)Cl (chloroform), O (water). Reaction conditions: time 1 hour. Product: CN1C2=NC(=NC=C2N(C1=O)CC(=O)OCC)C1=CC=CC=C1 (ethyl 8,9-dihydro-9-methyl-8-oxo-2-phenyl-7H-purin-7-acetate). The yield is 83.3%. As a reaction SMILES: [CH3:1][N:2]1[C:10](=[O:11])[NH:9][C:8]2[C:3]1=[N:4][C:5]([C:12]1[CH:17]=[CH:16][CH:15]=[CH:14][CH:13]=1)=[N:6][CH:7]=2.Cl[CH2:19][C:20]([O:22][CH2:23][CH3:24])=[O:21].C(=O)([O-])[O-].[K+].[K+].CN(C)C=O>C(Cl)(Cl)Cl.O>[CH3:1][N:2]1[C:10](=[O:11])[N:9]([CH2:19][C:20]([O:22][CH2:23][CH3:24])=[O:21])[C:8]2[C:3]1=[N:4][C:5]([C:12]1[CH:13]=[CH:14][CH:15]=[CH:16][CH:17]=1)=[N:6][CH:7]=2 |f:2.3.4|. Procedure: A mixture of 7,9-dihydro-9-methyl-2-phenyl-8H-purin-8-one (22.6 g), ethyl chloroacetate (13.5 g), potassium carbonate (15.2 g) and dimethylformamide (250 ml) is stirred at room temperature for one hour. To the reaction mixture are added water and chloroform, and the chloroform layer is separated, dried over anhydrous magnesium sulfate, and concentrated under reduced pressure to give crude ethyl 8,9-dihydro-9-methyl-8-oxo-2-phenyl-7H-purin-7-acetate (26 g).